From a dataset of the Open Reaction Database (ORD), a public repository of structured organic reaction records. describe an organic reaction: reactants, conditions, products, and yield Reactants: COC1=CC=C2C(CCCO2)=C1C=O (6-methoxy-3,4-dihydrobenzopyran-5-carboxaldehyde), B(Br)(Br)Br (boron tribromide). Run in C(Cl)Cl (methylene chloride). Conditions: time 3 hour. Yields the product OC1=CC=C2C(CCCO2)=C1C=O (6-hydroxy-3,4-dihydrobenzopyran-5 -carboxaldehyde). Yield: 80.8%. Reaction SMILES: C[O:2][C:3]1[C:12]([CH:13]=[O:14])=[C:7]2[CH2:8][CH2:9][CH2:10][O:11][C:6]2=[CH:5][CH:4]=1.B(Br)(Br)Br>C(Cl)Cl>[OH:2][C:3]1[C:12]([CH:13]=[O:14])=[C:7]2[CH2:8][CH2:9][CH2:10][O:11][C:6]2=[CH:5][CH:4]=1. Procedure details: A solution of 6-methoxy-3,4-dihydrobenzopyran-5-carboxaldehyde (30.00 g, 156 mmol) in dry methylene chloride (625 mL) was cooled to an internal temperature of -67°. A solution of boron tribromide (1M in methylene chloride, 67.5 mL, 67.5 mmol) was added dropwise. The cooling bath was removed and the mixture allowed to stir under nitrogen for three hours. The reaction was then quenched by the dropwise addition of methanol (75 mL) and the resulting mixture poured into satureated aqueous sodium chlo... Starting materials: COC(C)(C)C, CC(C)=O, Cc1oc(-c2ccc(C(C)C)cc2)nc1CCl, [I-], [Na+]. Product: Cc1oc(-c2ccc(C(C)C)cc2)nc1CI. As a reaction SMILES: [CH3:20][O:21][C:22]([CH3:23])([CH3:24])[CH3:25].[CH3:26][C:27](=[O:28])[CH3:29].[Cl:1][CH2:2][c:3]1[n:4][c:5](-[c:9]2[cH:10][cH:11][c:12]([CH:15]([CH3:16])[CH3:17])[cH:13][cH:14]2)[o:6][c:7]1[CH3:8].[I-:19].[Na+:18]>>[CH2:2]([c:3]1[n:4][c:5](-[c:9]2[cH:10][cH:11][c:12]([CH:15]([CH3:16])[CH3:17])[cH:13][cH:14]2)[o:6][c:7]1[CH3:8])[I:19]. The reactants are Cl.C(C(C)C)(=N)N (isobutyramidine hydrochloride), CC(C)(C)[O-].[K+] (KOtBu), Cl.C(C)OC(=O)C1CN(CC1=O)CC1=CC=CC=C1 (1-benzyl-4-oxo-pyrrolidine-3-carboxylic acid ethyl ester hydrochloride). The solvent is C(C)(C)(C)O (tert-BuOH). Run at temperature 100 celsius. The product is C(C1=CC=CC=C1)N1CC=2N=C(N=C(C2C1)O)C(C)C (6-Benzyl-2-isopropyl-6,7-dihydro-5H-pyrrolo[3,4-d]pyrimidin-4-ol). Isolated yield 23.0%. As a reaction SMILES: Cl.C(O[C:5]([CH:7]1[C:11](=O)[CH2:10][N:9]([CH2:13][C:14]2[CH:19]=[CH:18][CH:17]=[CH:16][CH:15]=2)[CH2:8]1)=[O:6])C.Cl.[C:21]([NH2:26])(=[NH:25])[CH:22]([CH3:24])[CH3:23].CC([O-])(C)C.[K+]>C(O)(C)(C)C>[CH2:13]([N:9]1[CH2:8][C:7]2[C:5]([OH:6])=[N:26][C:21]([CH:22]([CH3:24])[CH3:23])=[N:25][C:11]=2[CH2:10]1)[C:14]1[CH:15]=[CH:16][CH:17]=[CH:18][CH:19]=1 |f:0.1,2.3,4.5|. Procedure details: To a solution of 1-benzyl-4-oxo-pyrrolidine-3-carboxylic acid ethyl ester hydrochloride (U.S. Pat. No. 3,312,716; 0.568 g, 2.30 mmol) in tert-BuOH was added isobutyramidine hydrochloride (0.282 g, 2.30 mmol) and KOtBu (0.516 g, 4.6 mmol). After heating for 6 h at 100° C., the reaction was cooled to rt, concentrated, diluted with water and washed with Et2O. The organic layer discarded. The aqueous layer was adjusted to pH 7 and extracted with Et2O. The organic layers were then dried and concentra... The reactants are N, N1([BH2-])CCOCC1.[Li+], C1CN(C[C@@H](C1=O)O)S(=O)(=O)C. Reaction SMILES: [CH3:1][S:2]([N:5]1[CH2:11][C@H:9]([OH:10])[C:8](=O)[CH2:7][CH2:6]1)(=[O:4])=[O:3].[NH3:12].[Li+].[BH3-]N1CCOCC1>>[CH3:1][S:2]([N:5]1[CH2:11][C@@H:9]([OH:10])[C@H:8]([NH2:12])[CH2:7][CH2:6]1)(=[O:4])=[O:3]. Yields the product CS(=O)(=O)N1CC[C@@H](N)[C@H](O)C1. Reagents/catalysts: c1ccc(cc1)-c2c3ccccc3cc4ccccc24 (9-Phenylanthracene), CC(C)[O-].CC(C)[O-].CC(C)[O-].CC(C)[O-].[Ti+4] (Ti(OiPr)4). Conditions: temperature 25 celsius, time 18 hour. The reactants are FC1=CC2=C(C(=NO2)C2=CC(=CC=C2)OC[C@@H]2OC2)C=C1 ((R)-6-fluoro-3-(3-oxiranylmethoxy-phenyl)-benzo[d]isoxazole), C(C)O (ethanol), FC=1C=C(CN)C=CC1 (3-fluorobenzylamine). Run in ClC(C)Cl (dichloroethane). Yields the product FC1=CC2=C(C(=NO2)C=2C=C(OC[C@@H](CNCC3=CC(=CC=C3)F)O)C=CC2)C=C1 ((R)-1-[3-(6-fluoro-benzo[d]isoxazol-3-yl)-phenoxy]-3-(3-fluoro-benzylamino)-propan-2-ol). As a reaction SMILES: [F:1][C:2]1[CH:21]=[CH:20][C:5]2[C:6]([C:9]3[CH:14]=[CH:13][CH:12]=[C:11]([O:15][CH2:16][C@H:17]4[CH2:19][O:18]4)[CH:10]=3)=[N:7][O:8][C:4]=2[CH:3]=1.C(O)C.[F:25][C:26]1[CH:27]=[C:28]([CH:31]=[CH:32][CH:33]=1)[CH2:29][NH2:30]>ClC(Cl)C>[F:1][C:2]1[CH:21]=[CH:20][C:5]2[C:6]([C:9]3[CH:10]=[C:11]([CH:12]=[CH:13][CH:14]=3)[O:15][CH2:16][C@H:17]([OH:18])[CH2:19][NH:30][CH2:29][C:28]3[CH:31]=[CH:32][CH:33]=[C:26]([F:25])[CH:27]=3)=[N:7][O:8][C:4]=2[CH:3]=1. Reported procedure: The title compound is prepared from a mixture of (R)-6-fluoro-3-(3-oxiranylmethoxy-phenyl)-benzo[d]isoxazole in dichloroethane, 3-fluorobenzylamine, and ethanol, essentially as described above in Example 57. Purity by LC/MS=96%, [M+H]+=411.